From a dataset of the Open Reaction Database (ORD), a public repository of structured organic reaction records. describe an organic reaction: reactants, conditions, products, and yield Starting materials: [Br-], ClCCl, CCCC[N+](CCCC)(CCCC)CCCC, [O-]Cl, OC(c1ccc(Cl)nc1)C(F)(F)F, [Na+], O. Yields the product O=C(c1ccc(Cl)nc1)C(F)(F)F. RXN SMILES: [Br-:18].[CH2:36]([Cl:37])[Cl:38].[CH3:19][CH2:20][CH2:21][CH2:22][N+:23]([CH2:24][CH2:25][CH2:26][CH3:27])([CH2:28][CH2:29][CH2:30][CH3:31])[CH2:32][CH2:33][CH2:34][CH3:35].[Cl:14][O-:15].[Cl:1][c:2]1[n:3][cH:4][c:5]([CH:8]([C:9]([F:10])([F:11])[F:12])[OH:13])[cH:6][cH:7]1.[Na+:16].[OH2:17]>>[Cl:1][c:2]1[n:3][cH:4][c:5]([C:8]([C:9]([F:10])([F:11])[F:12])=[O:13])[cH:6][cH:7]1. Starting materials: C(C)(C)(C)OC(N(C1=NC=C(C=C1)CCO)CC(C)(C)C1=CC=C(C=C1)F)=O (tert-butyl-2-(4-fluorophenyl)-2-methylpropyl(5-(2-hydroxyethyl)pyridin-2-yl)-carbamate), CN(C)CCN(C)C (TMEDA), [N-]=[N+]=[N-].[Na+] (sodium azide), CS(=O)(=O)Cl (Methanesulfonyl chloride). Run in C(C)(=O)OCC (ethyl acetate), C(C)(=O)OCC (ethyl acetate), O (water). Reaction conditions: time 1 hour. The product is NCCC=1C=CC(=NC1)N(C(OC(C)(C)C)=O)CC(C)(C)C1=CC=C(C=C1)F (tert-butyl 5-(2-aminoethyl)pyridin-2-yl(2-(4-fluorophenyl)-2-methylpropyl)carbamate). As a reaction SMILES: CS(Cl)(=O)=O.[C:6]([O:10][C:11](=[O:33])[N:12]([CH2:22][C:23]([C:26]1[CH:31]=[CH:30][C:29]([F:32])=[CH:28][CH:27]=1)([CH3:25])[CH3:24])[C:13]1[CH:18]=[CH:17][C:16]([CH2:19][CH2:20]O)=[CH:15][N:14]=1)([CH3:9])([CH3:8])[CH3:7].C[N:35](CCN(C)C)C.[N-]=[N+]=[N-].[Na+]>C(OCC)(=O)C.O>[NH2:35][CH2:20][CH2:19][C:16]1[CH:17]=[CH:18][C:13]([N:12]([CH2:22][C:23]([C:26]2[CH:27]=[CH:28][C:29]([F:32])=[CH:30][CH:31]=2)([CH3:24])[CH3:25])[C:11](=[O:33])[O:10][C:6]([CH3:9])([CH3:7])[CH3:8])=[N:14][CH:15]=1 |f:3.4|. Procedure: Methanesulfonyl chloride (87 μL, 1.1 mmol, 1.1 equiv) dissolved in 2 mL ethyl acetate was added to a 20 dram vial. To this stirring mixture was added a mixture of tert-butyl-2-(4-fluorophenyl)-2-methylpropyl(5-(2-hydroxyethyl)pyridin-2-yl)-carbamate (414 mg, 1.1 mmol, 1.0 equiv), TMEDA (167 μL, 1.1 mmol, 1.1 equiv), and ethyl acetate (3 mL) in a dropwise manner. The reaction was stirred for 1 h. The reaction mixture was then filtered and washed with saturated sodium bicarbonate and brine. The or... The reactants are COC1=CC=C(CN(CC2CCOCC2)CC=2C=C3CC[C@@H](CC3=CC2)CN)C=C1 (((S)-6-{[(4-methoxybenzyl)(tetrahydropyran-4-ylmethyl)amino]methyl}-1,2,3,4-tetrahydronaphthalen-2-yl)methylamine), OC=1C=CC(=NC1)C(=O)O (5-hydroxypyridine-2-carboxylic acid), amide, COC1=CC=C(CN(CC2CCOCC2)CC=2C=C3CC[C@@H](CC3=CC2)N)C=C1 ((S)-6-{[(4-methoxybenzyl)(tetrahydropyran-4-ylmethyl)-amino]methyl}-1,2,3,4-tetrahydronaphthalen-2-ylamine), COC1=CC=C(CN(CC2CCOCC2)CC=2C=C3CC[C@@H](CC3=CC2)CN)C=C1 (((S)-6-{[(4-methoxybenzyl)(tetrahydropyran-4-ylmethyl)-amino]methyl}-1,2,3,4-tetrahydronaphthalen-2-yl)methylamine), alkyl bromides. Yields the product COC1=CC=C(CNCC2CCOCC2)C=C1 ((4-Methoxybenzyl)(tetrahydropyran-4-ylmethyl)amine). Reaction SMILES: [CH3:1][O:2][C:3]1[CH:30]=[CH:29][C:6]([CH2:7][N:8](CC2C=C3C(=CC=2)C[C@@H](CN)CC3)[CH2:9][CH:10]2[CH2:15][CH2:14][O:13][CH2:12][CH2:11]2)=[CH:5][CH:4]=1.COC1C=CC(CN(CC2C=C3C(=CC=2)C[C@@H](N)CC3)CC2CCOCC2)=CC=1.OC1C=CC(C(O)=O)=NC=1>>[CH3:1][O:2][C:3]1[CH:4]=[CH:5][C:6]([CH2:7][NH:8][CH2:9][CH:10]2[CH2:15][CH2:14][O:13][CH2:12][CH2:11]2)=[CH:29][CH:30]=1. Procedure: In Table 2, compounds which were prepared by reacting the appropriate acids with ((S)-6-{[(4-methoxybenzyl)(tetrahydropyran-4-ylmethyl)amino]methyl}-1,2,3,4-tetrahydronaphthalen-2-yl)methylamine or, correspondingly, (S)-6-{[(4-methoxybenzyl)(tetrahydropyran-4-ylmethyl)-amino]methyl}-1,2,3,4-tetrahydronaphthalen-2-ylamine according to method G and subsequent detachment of the 4-methoxybenzyl group according to method F are compiled. To prepare examples 2-06, 2-07 and 2-08, ((S)-6-{[(4-methoxybenz...